This data is from the Open Reaction Database (ORD), a public repository of structured organic reaction records. The task is: describe an organic reaction: reactants, conditions, products, and yield Reactants: O=C1CCCCCC1, N#CCc1ccsc1. The product is N#CC(=C1CCCCCC1)c1ccsc1. Reaction SMILES: [C:9]1(=[O:16])[CH2:10][CH2:11][CH2:12][CH2:13][CH2:14][CH2:15]1.[s:1]1[cH:2][c:3]([CH2:6][C:7]#[N:8])[cH:4][cH:5]1>>[s:1]1[cH:2][c:3]([C:6]([C:7]#[N:8])=[C:9]2[CH2:10][CH2:11][CH2:12][CH2:13][CH2:14][CH2:15]2)[cH:4][cH:5]1. As a reaction SMILES: [CH2:1]1[C:3]2([CH2:7][CH2:6][N:5]([C:8]3[C:9]([Cl:27])=[CH:10][C:11]4[N:15]=[C:14]([NH:16][C:17]5[CH:18]=[C:19]([CH:22]=[CH:23][C:24]=5[Cl:25])[CH2:20][NH2:21])[NH:13][C:12]=4[CH:26]=3)[CH2:4]2)[CH2:2]1.[C:28](Cl)(=[O:33])[C:29]([CH3:32])([CH3:31])[CH3:30]>C1COCC1>[CH2:2]1[C:3]2([CH2:7][CH2:6][N:5]([C:8]3[C:9]([Cl:27])=[CH:10][C:11]4[N:15]=[C:14]([NH:16][C:17]5[CH:18]=[C:19]([CH:22]=[CH:23][C:24]=5[Cl:25])[CH2:20][NH:21][C:28](=[O:33])[C:29]([CH3:32])([CH3:31])[CH3:30])[NH:13][C:12]=4[CH:26]=3)[CH2:4]2)[CH2:1]1. Yields the product C1CC12CN(CC2)C=2C(=CC1=C(NC(=N1)NC=1C=C(CNC(C(C)(C)C)=O)C=CC1Cl)C2)Cl (N-{3-[6-(5-Aza-spiro[2.4]hept-5-yl)-5-chloro-1H-benzimidazol-2-ylamino]-4-chloro-benzyl}-2,2-dimethyl-propionamide). Procedure: The sub-title compound was prepared from 3-[6-(5-aza-spiro[2.4]hept-5-yl)-5-chloro-1H-benzimidazol-2-ylamino]-4-chloro-benzylamine (60 mg, 0.1), pivaloyl chloride (20 μL, 0.1 mmol) and TEA (160 μL, 1.1 mmol) in THF (5 mL) in analogy to example 3, step (e). Run in C1CCOC1 (THF). The reactants are C1CC12CN(CC2)C=2C(=CC1=C(NC(=N1)NC=1C=C(CN)C=CC1Cl)C2)Cl (3-[6-(5-aza-spiro[2.4]hept-5-yl)-5-chloro-1H-benzimidazol-2-ylamino]-4-chloro-benzylamine), C(C(C)(C)C)(=O)Cl (pivaloyl chloride), TEA.